From a dataset of the Open Reaction Database (ORD), a public repository of structured organic reaction records. describe an organic reaction: reactants, conditions, products, and yield The reactants are CCc1c(Oc2cc(C)cc(C)c2)[nH]c(=O)[nH]c1=O, O=C1c2ccccc2C(=O)c2cc(CCl)ccc21. Yields the product CCc1c(Oc2cc(C)cc(C)c2)n(Cc2ccc3c(c2)C(=O)c2ccccc2C3=O)c(=O)[nH]c1=O. As a reaction SMILES: [CH2:1]([CH3:2])[c:3]1[c:4](=[O:19])[nH:5][c:6](=[O:18])[nH:7][c:8]1[O:9][c:10]1[cH:11][c:12]([CH3:17])[cH:13][c:14]([CH3:16])[cH:15]1.[Cl:20][CH2:21][c:22]1[cH:23][c:24]2[c:33]([cH:34][cH:35]1)[C:32](=[O:36])[c:31]1[c:26]([cH:27][cH:28][cH:29][cH:30]1)[C:25]2=[O:37]>>[CH2:1]([CH3:2])[c:3]1[c:4](=[O:19])[nH:5][c:6](=[O:18])[n:7]([CH2:21][c:22]2[cH:23][c:24]3[c:33]([cH:34][cH:35]2)[C:32](=[O:36])[c:31]2[c:26]([cH:27][cH:28][cH:29][cH:30]2)[C:25]3=[O:37])[c:8]1[O:9][c:10]1[cH:11][c:12]([CH3:17])[cH:13][c:14]([CH3:16])[cH:15]1. The reactants are [Li+].[OH-] (LiOH), BrC=1C=CC(=C(C(=O)NC2=CC(=NN2C2=CC=CC=C2)C(=O)OCC)C1)Cl (ethyl 5-(5-bromo-2-chlorobenzamido)-1-phenyl-1H-pyrazole-3-carboxylate), Cl (HCl). Solvent: CCO (EtOH). Reaction conditions: temperature 40 celsius, time 3 hour. The product is BrC=1C=CC(=C(C(=O)NC2=CC(=NN2C2=CC=CC=C2)C(=O)O)C1)Cl (5-(5-bromo-2-chlorobenzamido)-1-phenyl-1H-pyrazole-3-carboxylic acid). The yield is 95.6%. Reaction SMILES: [Br:1][C:2]1[CH:3]=[CH:4][C:5]([Cl:27])=[C:6]([CH:26]=1)[C:7]([NH:9][C:10]1[N:14]([C:15]2[CH:20]=[CH:19][CH:18]=[CH:17][CH:16]=2)[N:13]=[C:12]([C:21]([O:23]CC)=[O:22])[CH:11]=1)=[O:8].[Li+].[OH-].Cl>CCO>[Br:1][C:2]1[CH:3]=[CH:4][C:5]([Cl:27])=[C:6]([CH:26]=1)[C:7]([NH:9][C:10]1[N:14]([C:15]2[CH:20]=[CH:19][CH:18]=[CH:17][CH:16]=2)[N:13]=[C:12]([C:21]([OH:23])=[O:22])[CH:11]=1)=[O:8] |f:1.2|. Procedure details: To a suspension of ethyl 5-(5-bromo-2-chlorobenzamido)-1-phenyl-1H-pyrazole-3-carboxylate (Preparation 13, 2.81 mmol, 1.26 g) in EtOH (14 mL) was added 0.5M aqueous LiOH solution (14.04 mmol, 336 mg in 28 mL of water). The reaction was stirred at 40° C. for 3 hours before acidifying to pH=5 with 1N HCl. The resulting precipitate was filtered and dried to afford the title compound (1.13 g, 97%). The reactants are O=C(NC(Cc1ccccc1)C(=O)N1CCCC1C(=O)O)OCc1ccccc1, CN1CCOCC1, Cc1cccc(NC(=O)C(N)C(C)C)c1C(=O)O, CN(C)C=O, CC(C)COC(=O)Cl, C1CCOC1. The product is Cc1cccc(NC(=O)C(NC(=O)C2CCCN2C(=O)C(Cc2ccccc2)NC(=O)OCc2ccccc2)C(C)C)c1C(=O)O. Reaction SMILES: [CH2:9]([c:10]1[cH:11][cH:12][cH:13][cH:14][cH:15]1)[O:16][C:17](=[O:18])[NH:19][CH:20]([CH2:21][c:22]1[cH:23][cH:24][cH:25][cH:26][cH:27]1)[C:28](=[O:29])[N:30]1[CH:31]([C:32](=[O:33])[OH:34])[CH2:35][CH2:36][CH2:37]1.[CH3:38][N:39]1[CH2:40][CH2:41][O:42][CH2:43][CH2:44]1.[CH3:45][c:46]1[cH:47][cH:48][cH:49][c:50]([NH:55][C:56]([CH:57]([NH2:58])[CH:59]([CH3:60])[CH3:61])=[O:62])[c:51]1[C:52](=[O:53])[OH:54].[CH3:63][N:64]([CH3:65])[CH:66]=[O:67].[Cl:1][C:2]([O:3][CH2:4][CH:5]([CH3:6])[CH3:7])=[O:8].[O:68]1[CH2:69][CH2:70][CH2:71][CH2:72]1>>[CH2:9]([c:10]1[cH:11][cH:12][cH:13][cH:14][cH:15]1)[O:16][C:17](=[O:18])[NH:19][CH:20]([CH2:21][c:22]1[cH:23][cH:24][cH:25][cH:26][cH:27]1)[C:28](=[O:29])[N:30]1[CH:31]([C:32](=[O:34])[NH:58][CH:57]([C:56]([NH:55][c:50]2[cH:49][cH:48][cH:47][c:46]([CH3:45])[c:51]2[C:52](=[O:53])[OH:54])=[O:62])[CH:59]([CH3:60])[CH3:61])[CH2:35][CH2:36][CH2:37]1. The reactants are O=C1C(Cc2c(Cl)cc(OCc3ccccc3)cc2Cl)CCN1N1CCC(O)CC1, CC(C)[Si](OS(=O)(=O)C(F)(F)F)(C(C)C)C(C)C, ClCCl, c1ccncc1. The product is CC(C)[Si](OC1CCN(N2CCC(Cc3c(Cl)cc(OCc4ccccc4)cc3Cl)C2=O)CC1)(C(C)C)C(C)C. RXN SMILES: [CH2:1]([c:2]1[cH:3][cH:4][cH:5][cH:6][cH:7]1)[O:8][c:9]1[cH:10][c:11]([Cl:30])[c:12]([CH2:13][CH:14]2[C:15](=[O:26])[N:16]([N:19]3[CH2:20][CH2:21][CH:22]([OH:25])[CH2:23][CH2:24]3)[CH2:17][CH2:18]2)[c:27]([Cl:29])[cH:28]1.[CH:37]([CH3:38])([CH3:39])[Si:40]([CH:41]([CH3:42])[CH3:43])([CH:44]([CH3:45])[CH3:46])[O:47][S:48]([C:49]([F:50])([F:51])[F:52])(=[O:53])=[O:54].[Cl:55][CH2:56][Cl:57].[cH:31]1[cH:32][cH:33][n:34][cH:35][cH:36]1>>[CH2:1]([c:2]1[cH:3][cH:4][cH:5][cH:6][cH:7]1)[O:8][c:9]1[cH:10][c:11]([Cl:30])[c:12]([CH2:13][CH:14]2[C:15](=[O:26])[N:16]([N:19]3[CH2:20][CH2:21][CH:22]([O:25][Si:40]([CH:37]([CH3:38])[CH3:39])([CH:41]([CH3:42])[CH3:43])[CH:44]([CH3:45])[CH3:46])[CH2:23][CH2:24]3)[CH2:17][CH2:18]2)[c:27]([Cl:29])[cH:28]1. Reactants: COC(=O)CCS, ClCCl, COc1c2c(c(O)c3ncccc13)C(=O)N(Cc1ccc(F)cc1)C2O, O=C(O)C(F)(F)F. Product: COC(=O)CCSC1c2c(c(O)c3ncccc3c2OC)C(=O)N1Cc1ccc(F)cc1. Reaction SMILES: [CH3:34][O:35][C:36]([CH2:37][CH2:38][SH:39])=[O:40].[Cl:41][CH2:42][Cl:43].[F:1][c:2]1[cH:3][cH:4][c:5]([CH2:6][N:7]2[CH:8]([OH:24])[c:9]3[c:10]([O:22][CH3:23])[c:11]4[cH:12][cH:13][cH:14][n:15][c:16]4[c:17]([OH:21])[c:18]3[C:19]2=[O:20])[cH:25][cH:26]1.[F:27][C:28]([F:29])([F:30])[C:31]([OH:32])=[O:33]>>[F:1][c:2]1[cH:3][cH:4][c:5]([CH2:6][N:7]2[CH:8]([S:39][CH2:38][CH2:37][C:36]([O:35][CH3:34])=[O:40])[c:9]3[c:10]([O:22][CH3:23])[c:11]4[cH:12][cH:13][cH:14][n:15][c:16]4[c:17]([OH:21])[c:18]3[C:19]2=[O:20])[cH:25][cH:26]1. Reactants: COC1=CC(=C(C=C1)C1=C(C(=NC=C1)NC(CC)COC)N)C (4-(4-Methoxy-2-methyl-phenyl)-N2-(1-methoxymethyl-propyl)-pyridine-2,3-diamine), C(C(=O)C)(=O)OC (methyl pyruvate). Yields the product COC1=CC(=C(C=C1)C1=CC=NC=2N(C(C(=NC21)C)=O)C(CC)COC)C (8-(4-methoxy-2-methyl-phenyl)-4-(1-methoxymethyl-propyl)-2-methyl-4H-pyrido[2,3-b]pyrazin-3-one). Yield: 3.3%. RXN SMILES: [CH3:1][O:2][C:3]1[CH:8]=[CH:7][C:6]([C:9]2[CH:14]=[CH:13][N:12]=[C:11]([NH:15][CH:16]([CH2:19][O:20][CH3:21])[CH2:17][CH3:18])[C:10]=2[NH2:22])=[C:5]([CH3:23])[CH:4]=1.[C:24](OC)(=[O:28])[C:25]([CH3:27])=O>>[CH3:1][O:2][C:3]1[CH:8]=[CH:7][C:6]([C:9]2[C:10]3[N:22]=[C:25]([CH3:27])[C:24](=[O:28])[N:15]([CH:16]([CH2:19][O:20][CH3:21])[CH2:17][CH3:18])[C:11]=3[N:12]=[CH:13][CH:14]=2)=[C:5]([CH3:23])[CH:4]=1. Procedure details: 4-(4-Methoxy-2-methyl-phenyl)-N2-(1-methoxymethyl-propyl)-pyridine-2,3-diamine (0.08 g, 0.25 mmol) and methyl pyruvate (33 μL, 0.38 mmol) were treated substantially as in Part E of Example 67a to give 3.0 mg of 8-(4-methoxy-2-methyl-phenyl)-4-(1-methoxymethyl-propyl)-2-methyl-4H-pyrido[2,3-b]pyrazin-3-one (Example 74a): 1H NMR (400 MHz, CDCl3) δ ppm 8.46 (d, J=4.89 Hz, 1 H), 7.15 (d, J=8.31 Hz, 1 H), 7.12 (d, J=4.40 Hz, 1 H), 6.85 (d, J=6.60 Hz, 1 H), 6.83 (d, J=12.23 Hz, 1 H), 5.89 (m, 1 H), 4.... Starting materials: CN(C)CC(=O)O, CN1CCN(C)C1=O, CN(C)c1ccncc1, CCOC(C)=O, [Cl-], CN1CC[NH+](C)C1Cl, ClCCl, CC(SC1COC(C=CC=Cc2ccc(C#N)cc2F)OC1)C(Cn1cncn1)(OC(=O)c1ccccc1CO)c1ccc(F)cc1F. The product is CC(SC1COC(C=CC=Cc2ccc(C#N)cc2F)OC1)C(Cn1cncn1)(OC(=O)c1ccccc1COC(=O)CN(C)C)c1ccc(F)cc1F. As a reaction SMILES: [CH3:49][N:50]([CH3:51])[CH2:52][C:53]([OH:54])=[O:55].[CH3:65][N:66]1[CH2:67][CH2:68][N:69]([CH3:70])[C:71]1=[O:72].[CH3:76][N:77]([c:78]1[cH:79][cH:80][n:81][cH:82][cH:83]1)[CH3:84].[CH3:85][CH2:86][O:87][C:88](=[O:89])[CH3:90].[Cl-:56].[Cl:57][CH:58]1[N:59]([CH3:60])[CH2:61][CH2:62][NH+:63]1[CH3:64].[Cl:73][CH2:74][Cl:75].[OH:1][CH2:2][c:3]1[c:4]([C:5](=[O:6])[O:7][C:8]([CH:9]([CH3:10])[S:11][CH:12]2[CH2:13][O:14][CH:15]([CH:18]=[CH:19][CH:20]=[CH:21][c:22]3[c:23]([F:30])[cH:24][c:25]([C:28]#[N:29])[cH:26][cH:27]3)[O:16][CH2:17]2)([CH2:31][n:32]2[n:33][cH:34][n:35][cH:36]2)[c:37]2[c:38]([F:44])[cH:39][c:40]([F:43])[cH:41][cH:42]2)[cH:45][cH:46][cH:47][cH:48]1>>[O:1]([CH2:2][c:3]1[c:4]([C:5](=[O:6])[O:7][C:8]([CH:9]([CH3:10])[S:11][CH:12]2[CH2:13][O:14][CH:15]([CH:18]=[CH:19][CH:20]=[CH:21][c:22]3[c:23]([F:30])[cH:24][c:25]([C:28]#[N:29])[cH:26][cH:27]3)[O:16][CH2:17]2)([CH2:31][n:32]2[n:33][cH:34][n:35][cH:36]2)[c:37]2[c:38]([F:44])[cH:39][c:40]([F:43])[cH:41][cH:42]2)[cH:45][cH:46][cH:47][cH:48]1)[C:53]([CH2:52][N:50]([CH3:49])[CH3:51])=[O:54]. The reactants are CC=1C(=C(C#N)C=CC1)[N+](=O)[O-] (3-methyl-2-nitrobenzonitrile), C(C)(C)(C)OC(N(C)C)N(C)C (tert-butoxy-bis(dimethylamino)methane). Run in CN(C=O)C (dimethylformamide). Reaction conditions: time 1.5 hour. The product is CN(C=CC=1C(=C(C#N)C=CC1)[N+](=O)[O-])C (3-[2-(Dimethylamino)ethenyl]-2-nitrobenzonitrile). Isolated yield 91.0%. RXN SMILES: [CH3:1][C:2]1[C:3]([N+:10]([O-:12])=[O:11])=[C:4]([CH:7]=[CH:8][CH:9]=1)[C:5]#[N:6].C(O[CH:18](N(C)C)[N:19]([CH3:21])[CH3:20])(C)(C)C>CN(C)C=O>[CH3:18][N:19]([CH3:21])[CH:20]=[CH:1][C:2]1[C:3]([N+:10]([O-:12])=[O:11])=[C:4]([CH:7]=[CH:8][CH:9]=1)[C:5]#[N:6]. Procedure: A mixture of 3-methyl-2-nitrobenzonitrile from Example 1c (5.72 g) and tert-butoxy-bis(dimethylamino)methane (9.5 ml) in dimethylformamide (30 ml) was heated to 90° with stirring for 1.5 hours. After cooling to ambient temperature the mixture was partitioned between ethyl acetate and water. The layers were separated with the aqueous phase further extracted using two portions of ethyl acetate. The combined ethyl acetate layer was washed with water then brine. The solution was dried over MgSO4 and... Reactants: OCC(C)(C)NC(C1=C(C(=C(C(=C1)F)F)C(F)(F)F)F)=O (N-(2-hydroxy- 1,1-dimethylethyl)-2, 4,5-trifluoro-3-(trifluoromethyl)benzamide), S(=O)(Cl)Cl (thionyl chloride), C(=O)(O)[O-].[Na+] (NaHCO3), [H-].[Na+] (sodium hydride). The solvent is C(Cl)(Cl)Cl (chloroform). Conditions: time 18 hour. The product is FC1=C(C=C(C(=C1C(F)(F)F)F)F)C=1OCC(N1)(C)C (2-[2,4,5-Trifluoro-3-(trifluoromethyl)phenyl]-4,4-dimethyl-2-oxazoline). Isolated yield 47.9%. Reaction SMILES: O[CH2:2][C:3]([NH:6][C:7](=[O:21])[C:8]1[CH:13]=[C:12]([F:14])[C:11]([F:15])=[C:10]([C:16]([F:19])([F:18])[F:17])[C:9]=1[F:20])([CH3:5])[CH3:4].S(Cl)(Cl)=O.[H-].[Na+].C([O-])(O)=O.[Na+]>C(Cl)(Cl)Cl>[F:20][C:9]1[C:10]([C:16]([F:17])([F:18])[F:19])=[C:11]([F:15])[C:12]([F:14])=[CH:13][C:8]=1[C:7]1[O:21][CH2:5][C:3]([CH3:4])([CH3:2])[N:6]=1 |f:2.3,4.5|. Reported procedure: A solution of 5.81 g (18.4 mmol) of N-(2-hydroxy- 1,1-dimethylethyl)-2, 4,5-trifluoro-3-(trifluoromethyl)benzamide in 100 mL of chloroform at 0° C. was treated dropwise with 5 mL of thionyl chloride. The mixture was allowed to warm to room temperature overnight. The solution was concentrated to a yellow oil which was dissolved in 20 mL of DMF and treated with 0.8 g (21.6 mmol) of 60% sodium hydride. This reaction mixture was stirred at room temperature for 18 hours, then poured into 50 mL of dil... Reactants: B, CCOC(C)=O, COc1ccc(-n2nc(C(=O)O)cc2-c2ccccc2)cn1, C1CCOC1, C1CCOC1, O. Yields the product COc1ccc(-n2nc(CO)cc2-c2ccccc2)cn1. RXN SMILES: [BH3:6].[CH3:30][CH2:31][O:32][C:33](=[O:34])[CH3:35].[CH3:7][O:8][c:9]1[cH:10][cH:11][c:12](-[n:15]2[n:16][c:17]([C:26](=[O:27])[OH:28])[cH:18][c:19]2-[c:20]2[cH:21][cH:22][cH:23][cH:24][cH:25]2)[cH:13][n:14]1.[O:1]1[CH2:2][CH2:3][CH2:4][CH2:5]1.[O:36]1[CH2:37][CH2:38][CH2:39][CH2:40]1.[OH2:29]>>[CH3:7][O:8][c:9]1[cH:10][cH:11][c:12](-[n:15]2[n:16][c:17]([CH2:26][OH:27])[cH:18][c:19]2-[c:20]2[cH:21][cH:22][cH:23][cH:24][cH:25]2)[cH:13][n:14]1.